Dataset: the Open Reaction Database (ORD), a public repository of structured organic reaction records. Task: describe an organic reaction: reactants, conditions, products, and yield The reactants are N1=CC=CC=C1 (pyridine), S(=O)(=O)(C1=CC=C(C)C=C1)Cl (tosyl chloride), OCCCCCCCCCCCCNC(=O)C=1C=NC(=CC1)N1CCN(CC1)CC (N-(12-hydroxydodecyl)-6-(4-ethyl-1-piperazinyl)pyridine-3-carboxamide). The reagents and catalysts are CN(C1=CC=NC=C1)C (4-dimethylaminopyridine). The solvent is C(Cl)Cl (methylene chloride). Yields the product S(=O)(=O)(C1=CC=C(C)C=C1)OCCCCCCCCCCCCNC(=O)C=1C=NC(=CC1)N1CCN(CC1)CC (N-(12-Tosyloxydodecyl)-6-(4-ethyl-1-piperazinyl)pyridine-3-carboxamide). The yield is 76.2%. Reaction SMILES: [OH:1][CH2:2][CH2:3][CH2:4][CH2:5][CH2:6][CH2:7][CH2:8][CH2:9][CH2:10][CH2:11][CH2:12][CH2:13][NH:14][C:15]([C:17]1[CH:18]=[N:19][C:20]([N:23]2[CH2:28][CH2:27][N:26]([CH2:29][CH3:30])[CH2:25][CH2:24]2)=[CH:21][CH:22]=1)=[O:16].N1C=CC=CC=1.[S:37](Cl)([C:40]1[CH:46]=[CH:45][C:43]([CH3:44])=[CH:42][CH:41]=1)(=[O:39])=[O:38]>C(Cl)Cl.CN(C)C1C=CN=CC=1>[S:37]([O:1][CH2:2][CH2:3][CH2:4][CH2:5][CH2:6][CH2:7][CH2:8][CH2:9][CH2:10][CH2:11][CH2:12][CH2:13][NH:14][C:15]([C:17]1[CH:18]=[N:19][C:20]([N:23]2[CH2:28][CH2:27][N:26]([CH2:29][CH3:30])[CH2:25][CH2:24]2)=[CH:21][CH:22]=1)=[O:16])([C:40]1[CH:46]=[CH:45][C:43]([CH3:44])=[CH:42][CH:41]=1)(=[O:39])=[O:38]. Procedure details: To a suspension of 210 mg of N-(12-hydroxydodecyl)-6-(4-ethyl-1-piperazinyl)pyridine-3-carboxamide in 10 ml of methylene chloride were added 0.03 ml of pyridine, 115 mg of tosyl chloride and a catalytic amount of 4-dimethylaminopyridine and the mixture was stirred at room temperature for one hour. The reaction solution was washed with water and a saturated aqueous solution of sodium chloride and then dried over anhydrous magnesium sulfate. The solvent was distilled off under reduced pressure and... Starting materials: ClC=1C=CC(=C(C(=O)O)C1)O (5-chloro-2-hydroxy-benzoic acid), C(#N)C1=CC=C(C=C1)B(O)O (4-cyanophenylboronic acid), C(=O)([O-])[O-].[K+].[K+] (K2CO3). The reagents and catalysts are CC(=O)[O-].CC(=O)[O-].[Pd+2] (Pd(OAc)2), C1(CCCCC1)P(C1=C(C=CC=C1)C1=C(C(=CC=C1OC)S(=O)(=O)[O-])OC)C1CCCCC1.[Na+] (sodium 2-dicyclohexylphosphino-2′,6′-dimethoxybiphenyl-3′-sulfonate). Solvent: O (water). Product: C(#N)C1=CC=C(C=C1)C1=CC(=C(C=C1)O)C(=O)O (4′-cyano-4-hydroxy-biphenyl-3-carboxylic acid). The yield is 92.0%. RXN SMILES: Cl[C:2]1[CH:3]=[CH:4][C:5]([OH:11])=[C:6]([CH:10]=1)[C:7]([OH:9])=[O:8].[C:12]([C:14]1[CH:19]=[CH:18][C:17](B(O)O)=[CH:16][CH:15]=1)#[N:13].C([O-])([O-])=O.[K+].[K+]>CC([O-])=O.CC([O-])=O.[Pd+2].C1(P(C2CCCCC2)C2C=CC=CC=2C2C(OC)=CC=C(S([O-])(=O)=O)C=2OC)CCCCC1.[Na+].O>[C:12]([C:14]1[CH:19]=[CH:18][C:17]([C:2]2[CH:3]=[CH:4][C:5]([OH:11])=[C:6]([C:7]([OH:9])=[O:8])[CH:10]=2)=[CH:16][CH:15]=1)#[N:13] |f:2.3.4,5.6.7,8.9|. Procedure: The general procedure described in Example 3 was used with 5-chloro-2-hydroxy-benzoic acid (173 mg, 1.00 mmol), 4-cyanophenylboronic acid (176 mg, 1.20 mmol), Pd(OAc)2 (2.2 mg, 0.010 mmol, 1 mol %), sodium 2-dicyclohexylphosphino-2′,6′-dimethoxybiphenyl-3′-sulfonate (10.0 mg, 0.020 mmol, 2 mol %), K2CO3 (552 mg, 4.00 mmol), water (2.0 mL), 12 h, 80° C. The product was isolated as a white solid (220 mg, 92%). Mp=227° C. 1H NMR (400 MHz, d4-MeOH) δ: 8.11 (d, 1H, J=2.4 Hz), 7.81-7.70 (m, 5H), 7.02 ... Reactants: CCCNC(=O)N(Cc1ccc(Cl)c(Cl)c1)NC(=O)CCCc1ccc(OC(C)(C)C(=O)OCC)cc1, CO, [Na+], [OH-]. Product: CCCNC(=O)N(Cc1ccc(Cl)c(Cl)c1)NC(=O)CCCc1ccc(OC(C)(C)C(=O)O)cc1. Reaction SMILES: [CH2:1]([CH3:2])[O:3][C:4](=[O:5])[C:6]([CH3:7])([O:8][c:9]1[cH:10][cH:11][c:12]([CH2:15][CH2:16][CH2:17][C:18](=[O:19])[NH:20][N:21]([C:22](=[O:23])[NH:24][CH2:25][CH2:26][CH3:27])[CH2:28][c:29]2[cH:30][c:31]([Cl:36])[c:32]([Cl:35])[cH:33][cH:34]2)[cH:13][cH:14]1)[CH3:37].[CH3:40][OH:41].[Na+:39].[OH-:38]>>[O:3]=[C:4]([OH:5])[C:6]([CH3:7])([O:8][c:9]1[cH:10][cH:11][c:12]([CH2:15][CH2:16][CH2:17][C:18](=[O:19])[NH:20][N:21]([C:22](=[O:23])[NH:24][CH2:25][CH2:26][CH3:27])[CH2:28][c:29]2[cH:30][c:31]([Cl:36])[c:32]([Cl:35])[cH:33][cH:34]2)[cH:13][cH:14]1)[CH3:37]. Starting materials: NCC1CCN(CCC(F)(F)F)CC1, O=C1c2ccccc2-c2c(OCC3CO3)cccc21. Yields the product O=C1c2ccccc2-c2c(OCC(O)CNCC3CCN(CCC(F)(F)F)CC3)cccc21. As a reaction SMILES: [NH2:20][CH2:21][CH:22]1[CH2:23][CH2:24][N:25]([CH2:28][CH2:29][C:30]([F:31])([F:32])[F:33])[CH2:26][CH2:27]1.[O:1]1[CH:2]([CH2:4][O:5][c:6]2[cH:7][cH:8][cH:9][c:10]3[c:18]2-[c:17]2[c:12]([cH:13][cH:14][cH:15][cH:16]2)[C:11]3=[O:19])[CH2:3]1>>[OH:1][CH:2]([CH2:3][NH:20][CH2:21][CH:22]1[CH2:23][CH2:24][N:25]([CH2:28][CH2:29][C:30]([F:31])([F:32])[F:33])[CH2:26][CH2:27]1)[CH2:4][O:5][c:6]1[cH:7][cH:8][cH:9][c:10]2[c:18]1-[c:17]1[c:12]([cH:13][cH:14][cH:15][cH:16]1)[C:11]2=[O:19]. Starting materials: COc1ccc(CN(Cc2ccc(OC)cc2)c2ncc(-c3nc(N4CCOCC4)nc4c3CCN4)cn2)cc1, CN(CCN1CCOCC1)c1ccc(N)cc1, COc1ccc(CN(Cc2ccc(OC)cc2)c2ncc(-c3nc(N4CCOCC4)nc4c3CCN4C(=O)Nc3ccc(N(C)CCN4CCOCC4)cc3)cn2)cc1. Product: CN(CCN1CCOCC1)c1ccc(NC(=O)N2CCc3c(-c4cnc(N)nc4)nc(N4CCOCC4)nc32)cc1. Reaction SMILES: [CH3:1][O:2][c:3]1[cH:4][cH:5][c:6]([CH2:7][N:8]([CH2:9][c:10]2[cH:11][cH:12][c:13]([O:14][CH3:15])[cH:16][cH:17]2)[c:18]2[n:19][cH:20][c:21](-[c:22]3[c:23]4[c:27]([n:28][c:29]([N:30]5[CH2:31][CH2:32][O:33][CH2:34][CH2:35]5)[n:36]3)[NH:26][CH2:25][CH2:24]4)[cH:37][n:38]2)[cH:39][cH:40]1.[CH3:41][N:42]([CH2:43][CH2:44][N:45]1[CH2:46][CH2:47][O:48][CH2:49][CH2:50]1)[c:51]1[cH:52][cH:53][c:54]([NH2:55])[cH:56][cH:57]1.[CH3:58][N:59]([c:60]1[cH:61][cH:62][c:63]([NH:66][C:67](=[O:68])[N:69]2[CH2:70][CH2:71][c:72]3[c:73]2[n:74][c:75]([N:103]2[CH2:104][CH2:105][O:106][CH2:107][CH2:108]2)[n:76][c:77]3-[c:78]2[cH:79][n:80][c:81]([N:84]([CH2:85][c:86]3[cH:87][cH:88][c:89]([O:90][CH3:91])[cH:92][cH:93]3)[CH2:94][c:95]3[cH:96][cH:97][c:98]([O:99][CH3:100])[cH:101][cH:102]3)[n:82][cH:83]2)[cH:64][cH:65]1)[CH2:109][CH2:110][N:111]1[CH2:112][CH2:113][O:114][CH2:115][CH2:116]1>>[CH3:58][N:59]([c:60]1[cH:61][cH:62][c:63]([NH:66][C:67](=[O:68])[N:69]2[CH2:70][CH2:71][c:72]3[c:73]2[n:74][c:75]([N:103]2[CH2:104][CH2:105][O:106][CH2:107][CH2:108]2)[n:76][c:77]3-[c:78]2[cH:79][n:80][c:81]([NH2:84])[n:82][cH:83]2)[cH:64][cH:65]1)[CH2:109][CH2:110][N:111]1[CH2:112][CH2:113][O:114][CH2:115][CH2:116]1. Reactants: C(C(C)C)NC(C(=C[C@H]1[C@@H](N(C(O1)(C)C)C(=O)OCC1=CC=CC=C1)CC(C)C)CC(C)OC1OCCCC1)=O (3-[(4S,5S)-3-benzyloxycarbonyl-4-isobutyl-2,2-dimethyloxazolidin-5-yl]-2-[2-(2-tetrahydropyranyloxy)propyl]-2-propenoic acid isobutylamide), [H][H] (hydrogen). The reagents and catalysts are [Pd] (palladium black). The solvent is C(C)O (ethanol). Run at time 4 hour. The product is C(C(C)C)NC(C(C[C@@H]([C@H](CC(C)C)N)O)CC(C)OC1OCCCC1)=O ((2RS,4S,5S)-5-amino-4-hydroxy-2-[2-(2-tetrahydropyranyloxy)propyl]-7-methyl-octanoic acid isobutylamide). Isolated yield 102.4%. Reaction SMILES: [CH2:1]([NH:5][C:6](=[O:40])[C:7]([CH2:30][CH:31]([O:33][CH:34]1[CH2:39][CH2:38][CH2:37][CH2:36][O:35]1)[CH3:32])=[CH:8][C@@H:9]1[O:13]C(C)(C)[N:11](C(OCC2C=CC=CC=2)=O)[C@H:10]1[CH2:26][CH:27]([CH3:29])[CH3:28])[CH:2]([CH3:4])[CH3:3].[H][H]>C(O)C.[Pd]>[CH2:1]([NH:5][C:6](=[O:40])[CH:7]([CH2:30][CH:31]([O:33][CH:34]1[CH2:39][CH2:38][CH2:37][CH2:36][O:35]1)[CH3:32])[CH2:8][C@H:9]([OH:13])[C@@H:10]([NH2:11])[CH2:26][CH:27]([CH3:29])[CH3:28])[CH:2]([CH3:3])[CH3:4]. Procedure details: 254 mg of 3-[(4S,5S)-3-benzyloxycarbonyl-4-isobutyl-2,2-dimethyloxazolidin-5-yl]-2-[2-(2-tetrahydropyranyloxy)propyl]-2-propenoic acid isobutylamide was dissolved in 3 ml of ethanol. Then, a palladium black catalyst was added thereto, and hydrogen was continuously blown into the solution under atmospheric pressure for 4 hours. Then, the catalyst was filtered off, and a fresh palladium black catalyst was added. Then, hydrogen was continuously brown into the solution for further 4 hours. The catal... RXN SMILES: [CH2:14]1[CH2:15][NH:16][CH2:17][CH2:18][NH:19]1.[CH2:1]([CH3:2])[N:3]([c:4]1[n:5][c:6]([Cl:11])[cH:7][c:8]([Cl:10])[n:9]1)[CH2:12][CH3:13].[CH3:20][CH2:21][OH:22]>>[CH2:1]([CH3:2])[N:3]([c:4]1[n:5][c:6]([N:16]2[CH2:15][CH2:14][NH:19][CH2:18][CH2:17]2)[cH:7][c:8]([Cl:10])[n:9]1)[CH2:12][CH3:13]. The product is CCN(CC)c1nc(Cl)cc(N2CCNCC2)n1. The reactants are C1CNCCN1, CCN(CC)c1nc(Cl)cc(Cl)n1, CCO. Product: ON=C(Cl)c1ccccc1. As a reaction SMILES: [CH3:18][N:19]([CH3:20])[CH:21]=[O:22].[CH:1]([c:2]1[cH:3][cH:4][cH:5][cH:6][cH:7]1)=[N:8][OH:9].[Cl:10][N:11]1[C:12](=[O:13])[CH2:14][CH2:15][C:16]1=[O:17].[OH2:23]>>[C:1]([c:2]1[cH:3][cH:4][cH:5][cH:6][cH:7]1)(=[N:8][OH:9])[Cl:10]. The reactants are CN(C)C=O, ON=Cc1ccccc1, O=C1CCC(=O)N1Cl, O. Starting materials: C(C)(C)NC(=O)C1=CN(C2=NC=C(N=C21)C2=NN(C1=CC=C(C=C21)C(C)O)C)COCC[Si](C)(C)C (2-[5-(1-hydroxy-ethyl)-1-methyl-1H-indazol-3-yl]-5-(2-trimethylsilanyl-ethoxymethyl)-5H-pyrrolo[2,3-b]pyrazine-7-carboxylic acid isopropylamide), [F-].C(CCC)[N+](CCCC)(CCCC)CCCC (tetrabutylammonium fluoride). Reaction conditions: temperature 60 celsius, time 8 hour. Yields the product C(C)(C)NC(=O)C1=CNC2=NC=C(N=C21)C2=NN(C1=CC=C(C=C21)C(C)O)C (2-[5-(1-hydroxy-ethyl)-1-methyl-1H-indazol-3-yl]-5H-pyrrolo[2,3-b]pyrazine-7-carboxylic acid isopropylamide). Isolated yield 69.4%. As a reaction SMILES: [CH:1]([NH:4][C:5]([C:7]1[C:15]2[C:10](=[N:11][CH:12]=[C:13]([C:16]3[C:24]4[C:19](=[CH:20][CH:21]=[C:22]([CH:25]([OH:27])[CH3:26])[CH:23]=4)[N:18]([CH3:28])[N:17]=3)[N:14]=2)[N:9](COCC[Si](C)(C)C)[CH:8]=1)=[O:6])([CH3:3])[CH3:2].[F-].C([N+](CCCC)(CCCC)CCCC)CCC>>[CH:1]([NH:4][C:5]([C:7]1[C:15]2[C:10](=[N:11][CH:12]=[C:13]([C:16]3[C:24]4[C:19](=[CH:20][CH:21]=[C:22]([CH:25]([OH:27])[CH3:26])[CH:23]=4)[N:18]([CH3:28])[N:17]=3)[N:14]=2)[NH:9][CH:8]=1)=[O:6])([CH3:3])[CH3:2] |f:1.2|. Procedure: In a round-bottomed flask, 2-[5-(1-hydroxy-ethyl)-1-methyl-1H-indazol-3-yl]-5-(2-trimethylsilanyl-ethoxymethyl)-5H-pyrrolo[2,3-b]pyrazine-7-carboxylic acid isopropylamide (41 mg, 0.08 mmol) was dissolved in tetrabutylammonium fluoride (1.0 M in THF, 0.90 ml, 0.90 mmol). The reaction mixture was stirred at 60° C. overnight then cooled to room temperature, quenched with water and extracted with EtOAc (2×). The combined organic layers were washed with water and brine then concentrated. The residue ... The reactants are COC(=O)C=1C=2C=CN(C2C=CC1)NC(=O)C=1C(=NC(=NC1)C1=CC(=CC=C1)F)C (1-{[2-(3-fluoro-phenyl)-4-methyl-pyrimidine-5-carbonyl]-amino}-1H-indol-4-carboxylic acid methyl ester), [Li+].[OH-] (LiOH). Solvent: CO.C1CCOC1.O (Methanol THF H2O), O (water). Product: FC=1C=C(C=CC1)C1=NC=C(C(=N1)C)C(=O)NN1C=CC=2C(=CC=CC12)C(=O)O (1-{[2-(3-fluoro-phenyl)-4-methyl-pyrimidine-5-carbonyl]-amino}-1H-indol-4-carboxylic acid). Isolated yield 99.3%. RXN SMILES: C[O:2][C:3]([C:5]1[C:6]2[CH:7]=[CH:8][N:9]([NH:14][C:15]([C:17]3[C:18]([CH3:30])=[N:19][C:20]([C:23]4[CH:28]=[CH:27][CH:26]=[C:25]([F:29])[CH:24]=4)=[N:21][CH:22]=3)=[O:16])[C:10]=2[CH:11]=[CH:12][CH:13]=1)=[O:4].[Li+].[OH-]>CO.C1COCC1.O.O>[F:29][C:25]1[CH:24]=[C:23]([C:20]2[N:19]=[C:18]([CH3:30])[C:17]([C:15]([NH:14][N:9]3[C:10]4[CH:11]=[CH:12][CH:13]=[C:5]([C:3]([OH:4])=[O:2])[C:6]=4[CH:7]=[CH:8]3)=[O:16])=[CH:22][N:21]=2)[CH:28]=[CH:27][CH:26]=1 |f:1.2,3.4.5|. Procedure details: A solution of 1-{[2-(3-fluoro-phenyl)-4-methyl-pyrimidine-5-carbonyl]-amino}-1H-indol-4-carboxylic acid methyl ester (0.48 mmol) and LiOH (1.91 mmol) in Methanol/THF/H2O (1:1:1, 6 mL) is stirred at rt overnight. The reaction mixture is diluted with water and washed with DCM. The aqueous layer is separated and acidified with 10% aqueous HCl to adjust pH to 1. The mixture is extracted with ether twice. The organic layer is dried (Na2SO4), filtered and concentrated in vacuo to afford 1-{[2-(3-fluor...